From a dataset of the Open Reaction Database (ORD), a public repository of structured organic reaction records. describe an organic reaction: reactants, conditions, products, and yield Procedure details: According to the Journal of Fluorine Chemistry, 20, 765 (1982), o-allylphenol is dissolved in dimethylformamide, an equimolar amount of potassium hydroxide and a catalytic amount of 18-crownether-6 are added and then 2 moles of dibromodifluoromethane per mole of o-allylphenol is added. The mixture is reacted to obtain the corresponding o-(bromodifluoromethoxy)allylbenzene in a 9% yield. The yield is 9.0%. RXN SMILES: FF.[CH2:3]([C:6]1[CH:11]=[CH:10][CH:9]=[CH:8][C:7]=1O)[CH:4]=[CH2:5].[OH-:13].[K+].[Br:15][C:16](Br)([F:18])[F:17]>CN(C)C=O>[Br:15][C:16]([F:18])([F:17])[O:13][CH:5]=[CH:4][CH2:3][C:6]1[CH:11]=[CH:10][CH:9]=[CH:8][CH:7]=1 |f:2.3|. The product is BrC(OC=CCC1=CC=CC=C1)(F)F (o-(bromodifluoromethoxy)allylbenzene). The solvent is CN(C=O)C (dimethylformamide). The reactants are BrC(F)(F)Br (dibromodifluoromethane), C(C=C)C1=C(C=CC=C1)O (o-allylphenol), FF (Fluorine), C(C=C)C1=C(C=CC=C1)O (o-allylphenol), [OH-].[K+] (potassium hydroxide).